Dataset: the Open Reaction Database (ORD), a public repository of structured organic reaction records. Task: describe an organic reaction: reactants, conditions, products, and yield The reactants are BrC1=CC=C2CCC3(CC2=C1)OCCO3 (7′-bromo-3′,4′-dihydrospiro[1,3-dioxolane-2,2′(1H)-naphthalene]), C[Si](C)(C)C#C (trimethylsilylacetylene), C1(=CC=CC=C1)P(C1=CC=CC=C1)C1=CC=CC=C1 (triphenylphosphine). Reagents/catalysts: C(C)(=O)[O-].[Pd+2].C(C)(=O)[O-] (palladium acetate). Run in C(C)N(CC)CC (triethylamine). The product is C[Si](C#CC1=CC=C2CCC3(CC2=C1)OCCO3)(C)C (3′,4′-dihydro-7′[2-(trimethylsilyl)ethynyl]spiro[1,3-dioxolane-2,2′(1′H)-naphthalene]). Yield: 40.2%. Reaction SMILES: Br[C:2]1[CH:11]=[C:10]2[C:5]([CH2:6][CH2:7][C:8]3([O:15][CH2:14][CH2:13][O:12]3)[CH2:9]2)=[CH:4][CH:3]=1.[CH3:16][Si:17]([C:20]#[CH:21])([CH3:19])[CH3:18].C1(P(C2C=CC=CC=2)C2C=CC=CC=2)C=CC=CC=1>C(N(CC)CC)C.C([O-])(=O)C.[Pd+2].C([O-])(=O)C>[CH3:16][Si:17]([CH3:19])([CH3:18])[C:20]#[C:21][C:2]1[CH:11]=[C:10]2[C:5]([CH2:6][CH2:7][C:8]3([O:15][CH2:14][CH2:13][O:12]3)[CH2:9]2)=[CH:4][CH:3]=1 |f:4.5.6|. Reported procedure: A solution of 7′-bromo-3′,4′-dihydrospiro[1,3-dioxolane-2,2′(1H)-naphthalene] (3.40 g, 12.6 mmol), trimethylsilylacetylene (7.0 ml, 50 mmol) (Aldrich), triphenylphosphine (0.66 g, 2.50 mmol), and palladium acetate (0.28 g, 1.25 mmol) in triethylamine (18 ml) was stirred at 70° C. for 18 hours and then concentrated in vacuo. The residue was absorbed onto silica gel from a diethyl ether solution and partially purified by elution through silica gel (15 g) with diethyl ether: hexane (1:9). Further p...